Dataset: the Open Reaction Database (ORD), a public repository of structured organic reaction records. Task: describe an organic reaction: reactants, conditions, products, and yield Reactants: CCCCCCCCOc1ccc(B(O)O)cc1, CCO, Cc1ccccc1, Clc1cc(Br)cnc1Br, [Na+], [Na+], O=C([O-])[O-], O, c1ccc(P(c2ccccc2)(c2ccccc2)[Pd](P(c2ccccc2)(c2ccccc2)c2ccccc2)(P(c2ccccc2)(c2ccccc2)c2ccccc2)P(c2ccccc2)(c2ccccc2)c2ccccc2)cc1. The product is CCCCCCCCOc1ccc(-c2ncc(Br)cc2Cl)cc1. As a reaction SMILES: [CH2:10]([CH2:11][CH2:12][CH2:13][CH2:14][CH2:15][CH2:16][CH3:17])[O:18][c:19]1[cH:20][cH:21][c:22]([B:25]([OH:26])[OH:27])[cH:23][cH:24]1.[CH3:34][CH2:35][OH:36].[CH3:37][c:38]1[cH:39][cH:40][cH:41][cH:42][cH:43]1.[Cl:1][c:2]1[c:3]([Br:9])[n:4][cH:5][c:6]([Br:8])[cH:7]1.[Na+:28].[Na+:29].[O-:30][C:31](=[O:32])[O-:33].[OH2:121].[cH:44]1[cH:45][cH:46][c:47]([P:48]([Pd:49]([P:50]([c:51]2[cH:52][cH:53][cH:54][cH:55][cH:56]2)([c:57]2[cH:58][cH:59][cH:60][cH:61][cH:62]2)[c:63]2[cH:64][cH:65][cH:66][cH:67][cH:68]2)([P:69]([c:70]2[cH:71][cH:72][cH:73][cH:74][cH:75]2)([c:76]2[cH:77][cH:78][cH:79][cH:80][cH:81]2)[c:82]2[cH:83][cH:84][cH:85][cH:86][cH:87]2)[P:88]([c:89]2[cH:90][cH:91][cH:92][cH:93][cH:94]2)([c:95]2[cH:96][cH:97][cH:98][cH:99][cH:100]2)[c:101]2[cH:102][cH:103][cH:104][cH:105][cH:106]2)([c:107]2[cH:108][cH:109][cH:110][cH:111][cH:112]2)[c:113]2[cH:114][cH:115][cH:116][cH:117][cH:118]2)[cH:119][cH:120]1>>[Cl:1][c:2]1[c:3](-[c:22]2[cH:21][cH:20][c:19]([O:18][CH2:10][CH2:11][CH2:12][CH2:13][CH2:14][CH2:15][CH2:16][CH3:17])[cH:24][cH:23]2)[n:4][cH:5][c:6]([Br:8])[cH:7]1.